From a dataset of the Open Reaction Database (ORD), a public repository of structured organic reaction records. describe an organic reaction: reactants, conditions, products, and yield Reaction SMILES: [C:42](=[O:43])([OH:44])[O-:45].[CH3:1][O:2][c:3]1[cH:4][cH:5][c:6]([CH2:7][S:8][CH2:9][CH:10]([CH2:11][O:12][C:13]([C:14]([CH3:15])([CH3:16])[CH3:17])=[O:18])[NH:19][C:20](=[O:21])[c:22]2[nH:23][c:24]3[c:25]([N+:31](=[O:32])[O-:33])[cH:26][cH:27][cH:28][c:29]3[cH:30]2)[cH:34][cH:35]1.[Cl:36][P:37]([Cl:38])([Cl:39])([Cl:40])[Cl:41].[Cl:47][CH2:48][Cl:49].[Na+:46]>>[S:8]1[CH2:9][CH:10]([CH2:11][O:12][C:13]([C:14]([CH3:15])([CH3:16])[CH3:17])=[O:18])[N:19]=[C:20]1[c:22]1[nH:23][c:24]2[c:25]([N+:31](=[O:32])[O-:33])[cH:26][cH:27][cH:28][c:29]2[cH:30]1. Reactants: O=C([O-])O, COc1ccc(CSCC(COC(=O)C(C)(C)C)NC(=O)c2cc3cccc([N+](=O)[O-])c3[nH]2)cc1, ClP(Cl)(Cl)(Cl)Cl, ClCCl, [Na+]. Product: CC(C)(C)C(=O)OCC1CSC(c2cc3cccc([N+](=O)[O-])c3[nH]2)=N1. Reactants: CC(C(=O)O)(C)C1=CC=CC=C1 (2-methyl-2-phenylpropionic acid), CN(C)C=O (DMF), C(C(=O)Cl)(=O)Cl (oxalyl chloride). Run in C(Cl)Cl (CH2Cl2). Reaction conditions: temperature 23 celsius, time 4 hour. Product: CC(C(=O)N)(C)C1=CC=CC=C1 (2-Methyl-2-phenylpropanamide). Yield: 88.0%. As a reaction SMILES: [CH3:1][C:2]([C:7]1[CH:12]=[CH:11][CH:10]=[CH:9][CH:8]=1)([CH3:6])[C:3](O)=[O:4].C[N:14](C=O)C.C(Cl)(=O)C(Cl)=O>C(Cl)Cl>[CH3:1][C:2]([C:7]1[CH:12]=[CH:11][CH:10]=[CH:9][CH:8]=1)([CH3:6])[C:3]([NH2:14])=[O:4]. Reported procedure: To a solution of 2-methyl-2-phenylpropionic acid in 100 mL of CH2Cl2 was added 0.50 mL of DMF and oxalyl chloride (3.40 g, 26.8 mmol). The mixture was stirred at 23° C. for 4 hours then the solvent was removed under reduced pressure. The crude material was dissolved in 50 mL of THF and 30 mL of NH4OH was added. The mixture was stirred at 23° C. for 1 hour then and the mixture was concentrated under reduced pressure. The crude product was dissolved in 150 mL of EtOAc and washed with 100 mL of 2 N... Starting materials: C1(=CC=CC=C1)CC1=C(C2=CC=CC=C2C=C1)OC (2-(Phenylmethyl)-1-methoxynaphthalene), S(O)(O)(=O)=O (sulfuric acid), C([O-])(O)=O.[Na+] (Sodium bicarbonate), O (water). Solvent: CCCCCC.C(C)(=O)OCC (hexane ethyl acetate), C(C)(=O)OCC (ethyl acetate). Run at time 2 hour. The product is COC1=C(C=C(C2=CC=CC=C12)S(=O)(=O)O)CC1=CC=CC=C1 (4-Methoxy-3-(Phenylmethyl)-naphthalene-1-sulfonic acid). Yield: 52.0%. As a reaction SMILES: [C:1]1([CH2:7][C:8]2[CH:17]=[CH:16][C:15]3[C:10](=[CH:11][CH:12]=[CH:13][CH:14]=3)[C:9]=2[O:18][CH3:19])[CH:6]=[CH:5][CH:4]=[CH:3][CH:2]=1.[S:20](=O)(=[O:23])([OH:22])[OH:21].O.C(=O)(O)[O-].[Na+]>CCCCCC.C(OCC)(=O)C.C(OCC)(=O)C>[CH3:19][O:18][C:9]1[C:10]2[C:15](=[CH:14][CH:13]=[CH:12][CH:11]=2)[C:16]([S:20]([OH:23])(=[O:22])=[O:21])=[CH:17][C:8]=1[CH2:7][C:1]1[CH:2]=[CH:3][CH:4]=[CH:5][CH:6]=1 |f:3.4,5.6|. Reported procedure: The product of Example 94 Part A (3.0 g. 0.012 mole) was added in portions to concentrated sulfuric acid (10 ml) at -10°. The mixture was stirred at -10° for 2 hours and poured into water. Sodium bicarbonate (1.0 g) was added and the crude product was isolated by extraction with ethyl acetate. The title compound (2.0 g, 52%) was obtained as a brown oil after chromatography (1:1 hexane/ethyl acetate; then 99:1 ethyl acetate/acetic acid; then methanol). Solvent: C1CCOC1 (THF). Conditions: temperature 0 celsius, time 3 hour. Starting materials: CC=1SC(=C(N1)C(=O)N1[C@@H]([C@@H]2C[C@@H]2C1)CO)C1=CC=CC=C1 ({(1R,2S,5S)-3-[(2-methyl-5-phenyl-1,3-thiazol-4-yl)carbonyl]-3-azabicyclo[3.1.0]hex-2-yl}methanol), [H-].[Na+] (sodium hydride), FC1=CC=C(CBr)C=C1 (4-fluorobenzylbromide). As a reaction SMILES: [CH3:1][C:2]1[S:3][C:4]([C:17]2[CH:22]=[CH:21][CH:20]=[CH:19][CH:18]=2)=[C:5]([C:7]([N:9]2[CH2:14][C@@H:13]3[C@@H:11]([CH2:12]3)[C@H:10]2[CH2:15][OH:16])=[O:8])[N:6]=1.[H-].[Na+].[F:25][C:26]1[CH:33]=[CH:32][C:29]([CH2:30]Br)=[CH:28][CH:27]=1>C1COCC1>[F:25][C:26]1[CH:33]=[CH:32][C:29]([CH2:30][O:16][CH2:15][C@H:10]2[N:9]([C:7]([C:5]3[N:6]=[C:2]([CH3:1])[S:3][C:4]=3[C:17]3[CH:22]=[CH:21][CH:20]=[CH:19][CH:18]=3)=[O:8])[CH2:14][C@@H:13]3[C@H:11]2[CH2:12]3)=[CH:28][CH:27]=1 |f:1.2|. Yields the product FC1=CC=C(COC[C@@H]2[C@@H]3C[C@@H]3CN2C(=O)C=2N=C(SC2C2=CC=CC=C2)C)C=C1 ((1R,2S,5S)-2-{[(4-fluorobenzyl)oxy]methyl}-3-[(2-methyl-5-phenyl-1,3-thiazol-4-yl)carbonyl]-3-azabicyclo[3.1.0]hexane). Procedure: To a solution of {(1R,2S,5S)-3-[(2-methyl-5-phenyl-1,3-thiazol-4-yl)carbonyl]-3-azabicyclo[3.1.0]hex-2-yl}methanol (0.025 g, 0.080 mmol) in THF (0.50 mL) at 0° C. was added sodium hydride (60% dispersion in mineral oil, 0.008 g, 0.206 mmol) followed by 4-fluorobenzylbromide (0.039 g, 0.206 mmol) and the system was stirred at 0° C. for 3 h. The mixture was then quenched with ice, extracted with EtOAc, purified using reverse phase conditions (5%→85% 0.1% TFA in water: 0.1% TFA in acetonitrile) fol... Starting materials: [Si](C)(C)(C(C)(C)C)OC[C@H]1[C@H](COCC2=CC=CC=C2)O1 ((2S,3S)-4-benzyloxy-2,3-epoxy-1-butanol tert-butyldimethylsilyl ether), C1(=CC(=CC=C1)C[Mg]Br)C (3-tolylmethyl magnesium bromide). The product is C(C1=CC=CC=C1)OC[C@H]([C@H](CO[Si](C)(C)C(C)(C)C)O)CC=1C=C(C=CC1)C ((2R,3R)-4-benzyloxy-1-tert-butyldimethylsilyloxy-3-(3-tolylmethyl)-2-butanol). As a reaction SMILES: [Si:1]([O:8][CH2:9][C@@H:10]1[O:21][C@H:11]1[CH2:12][O:13][CH2:14][C:15]1[CH:20]=[CH:19][CH:18]=[CH:17][CH:16]=1)([C:4]([CH3:7])([CH3:6])[CH3:5])([CH3:3])[CH3:2].[C:22]1([CH3:31])[CH:27]=[CH:26][CH:25]=[C:24]([CH2:28][Mg]Br)[CH:23]=1>>[CH2:14]([O:13][CH2:12][C@@H:11]([CH2:31][C:22]1[CH:23]=[C:24]([CH3:28])[CH:25]=[CH:26][CH:27]=1)[C@@H:10]([OH:21])[CH2:9][O:8][Si:1]([C:4]([CH3:5])([CH3:6])[CH3:7])([CH3:2])[CH3:3])[C:15]1[CH:16]=[CH:17][CH:18]=[CH:19][CH:20]=1. Reported procedure: 325 mg of (2S,3S)-4-benzyloxy-2,3-epoxy-1-butanol tert-butyldimethylsilyl ether obtained in Example 53, was subjected to Grignard reaction in the same manner as in Example 53 by using 3-tolylmethyl magnesium bromide (0.8M diethyl ether solution). The product was purificated by silica gel column chromatography to obtain 210 mg of (2R,3R)-4-benzyloxy-1-tert-butyldimethylsilyloxy-3-(3-tolylmethyl)-2-butanol as colorless oily substance.